This data is from the Open Reaction Database (ORD), a public repository of structured organic reaction records. The task is: describe an organic reaction: reactants, conditions, products, and yield The reactants are [Br-], C1CCOC1, CP(C)(=O)Cl, Fc1ccc([Mg+])cc1, N#N. Yields the product CP(C)(=O)c1ccc(F)cc1. Reaction SMILES: [Br-:1].[CH2:17]1[O:18][CH2:19][CH2:20][CH2:21]1.[CH3:12][P:13](=[O:14])([CH3:15])[Cl:16].[F:2][c:3]1[cH:4][cH:5][c:6]([Mg+:9])[cH:7][cH:8]1.[N:10]#[N:11]>>[F:2][c:3]1[cH:4][cH:5][c:6]([P:13]([CH3:12])(=[O:14])[CH3:15])[cH:7][cH:8]1.